This data is from the Open Reaction Database (ORD), a public repository of structured organic reaction records. The task is: describe an organic reaction: reactants, conditions, products, and yield As a reaction SMILES: [F:1][C:2]([F:38])([F:37])[C:3]1[CH:4]=[C:5]([CH:30]=[C:31]([C:33]([F:36])([F:35])[F:34])[CH:32]=1)[CH2:6][N:7]([CH3:29])[C:8]([C:10]1[C:15]([C:16]2[CH:21]=[CH:20][CH:19]=[CH:18][C:17]=2[Cl:22])=[CH:14][N:13]=[C:12]([CH2:23]OS(C)(=O)=O)[N:11]=1)=[O:9].C(Cl)Cl>O>[F:35][C:33]([F:36])([F:34])[C:31]1[CH:30]=[C:5]([CH:4]=[C:3]([C:2]([F:38])([F:37])[F:1])[CH:32]=1)[CH2:6][N:7]([CH3:29])[C:8]([C:10]1[C:15]([C:16]2[CH:21]=[CH:20][CH:19]=[CH:18][C:17]=2[Cl:22])=[CH:14][N:13]=[C:12]([CH2:23][NH:11][CH2:10][CH2:8][N:7]([CH3:29])[CH3:6])[N:11]=1)=[O:9]. Yield: 71.6%. Reported procedure: To a solution of 0.62 g (1.07 mmol) methanesulfonic acid 4-[(3,5-bis-trifluoromethyl-benzyl)-methyl-carbamoyl]-5-(2-chloro-phenyl)-pyrimidin-2-ylmethyl ester in 10 ml CH2Cl2 0.29 ml (2.66 mmol) 2-dimethylyminoethylamine were added. The reaction mixture was stirred for 16 hrs. at RT and than poured into H2O and extracted three times with 50 ml CH2Cl2. The combined organic layers were dried (MgSO4), filtered and evaporated. The residue was purified by chromatography (SiO2, CH2Cl2/MeOH/NH4OH 110:10... Reaction conditions: time 16 hour. Yields the product FC(C=1C=C(CN(C(=O)C2=NC(=NC=C2C2=C(C=CC=C2)Cl)CNCCN(C)C)C)C=C(C1)C(F)(F)F)(F)F (5-(2-chloro-phenyl)-2-[(2-dimethylamino-ethylamino)-methyl]-pyrimidine-4-carboxylic acid (3,5-bis-trifluoromethyl-benzyl)-methyl-amide). Reactants: FC(C=1C=C(CN(C(=O)C2=NC(=NC=C2C2=C(C=CC=C2)Cl)COS(=O)(=O)C)C)C=C(C1)C(F)(F)F)(F)F (methanesulfonic acid 4-[(3,5-bis-trifluoromethyl-benzyl)-methyl-carbamoyl]-5-(2-chloro-phenyl)-pyrimidin-2-ylmethyl ester), C(Cl)Cl (CH2Cl2). Solvent: O (H2O). As a reaction SMILES: [C:1]([N:5]1[CH:9]2[CH2:10][CH2:11][CH:6]1[CH:7]([C:12]1[CH:13]=[CH:14][C:15](Cl)=[N:16][CH:17]=1)[CH2:8]2)([O:3][CH3:4])=[O:2].[H][H]>CO>[C:1]([N:5]1[CH:6]2[CH2:11][CH2:10][CH:9]1[CH2:8][CH:7]2[C:12]1[CH:17]=[N:16][CH:15]=[CH:14][CH:13]=1)([O:3][CH3:4])=[O:2]. Reported procedure: N-carbomethoxy-5-(2-chloro-5-pyridyl)-7-aza-bicyclo[2.2.1]hept-2-ene 25 (16 mg) was dissolved in 3 ml methanol containing 7 mg 10% palladium on carbon. The mixture was hydrogenated under a slightly elevated pressure of hydrogen for one hour. After removal of catalyst and solvent, the residue was partitioned between ether and aqueous sodium bicarbonate. The aqueous layer was extracted with ether and the combined organic layer was dried over magnesium sulfate. Removal of solvent gave 10 mg of 7-ca... Starting materials: C(=O)(OC)N1C2C(CC1CC2)C=2C=CC(=NC2)Cl (7-carbomethoxy-2-(2-chloro-5-pyridyl)-7-aza-bicyclo[2.2.1]heptane), [H][H] (hydrogen). Yield: 71.8%. Product: C(=O)(OC)N1C2CC(C1CC2)C=2C=NC=CC2 (7-carbomethoxy-2-(3-pyridyl)-7-azanorbornane). Solvent: CO (methanol). As a reaction SMILES: [CH:1]1([O:7][N:8]2[C:13]([CH3:15])([CH3:14])[CH2:12][CH:11]([NH:16][CH:17]3[CH2:22][C:21]([CH3:24])([CH3:23])[N:20]([O:25][CH:26]4[CH2:31][CH2:30][CH2:29][CH2:28][CH2:27]4)[C:19]([CH3:33])([CH3:32])[CH2:18]3)[CH2:10][C:9]2([CH3:35])[CH3:34])[CH2:6][CH2:5][CH2:4][CH2:3][CH2:2]1.Cl[P:37]1[O:42][CH2:41][C:40]2([CH2:47][O:46][P:45](Cl)[O:44][CH2:43]2)[CH2:39][O:38]1>>[CH:1]1([O:7][N:8]2[C:9]([CH3:35])([CH3:34])[CH2:10][CH:11]([N:16]([CH:17]3[CH2:18][C:19]([CH3:33])([CH3:32])[N:20]([O:25][CH:26]4[CH2:31][CH2:30][CH2:29][CH2:28][CH2:27]4)[C:21]([CH3:23])([CH3:24])[CH2:22]3)[P:37]3[O:42][CH2:41][C:40]4([CH2:47][O:46][P:45]([N:16]([CH:17]5[CH2:22][C:21]([CH3:23])([CH3:24])[N:20]([O:25][CH:26]6[CH2:31][CH2:30][CH2:29][CH2:28][CH2:27]6)[C:19]([CH3:33])([CH3:32])[CH2:18]5)[CH:11]5[CH2:10][C:9]([CH3:35])([CH3:34])[N:8]([O:7][CH:1]6[CH2:2][CH2:3][CH2:4][CH2:5][CH2:6]6)[C:13]([CH3:15])([CH3:14])[CH2:12]5)[O:44][CH2:43]4)[CH2:39][O:38]3)[CH2:12][C:13]2([CH3:14])[CH3:15])[CH2:2][CH2:3][CH2:4][CH2:5][CH2:6]1. Starting materials: C1(CCCCC1)ON1C(CC(CC1(C)C)NC1CC(N(C(C1)(C)C)OC1CCCCC1)(C)C)(C)C (bis(1-cyclohexyloxy-2,2,6,6-tetramethylpiperidin-4-yl)amine), ClP1OCC2(CO1)COP(OC2)Cl (3,9-dichloro-2,4,8,10-tetraoxa-3,9-diphosphaspiro[5.5]undecane). Reported procedure: The title compound is prepared from bis(1-cyclohexyloxy-2,2,6,6-tetramethylpiperidin-4-yl)amine and 3,9-dichloro-2,4,8,10-tetraoxa-3,9-diphosphaspiro[5.5]undecane according to the procedure of Example 14. Yields the product C1(CCCCC1)ON1C(CC(CC1(C)C)N(P1OCC2(CO1)COP(OC2)N(C2CC(N(C(C2)(C)C)OC2CCCCC2)(C)C)C2CC(N(C(C2)(C)C)OC2CCCCC2)(C)C)C2CC(N(C(C2)(C)C)OC2CCCCC2)(C)C)(C)C (3,9-Bis[bis(1-cyclohexyloxy-2,2,6,6-tetramethylpiperidin-4yl)amino]-2, 4,8,10-tetraoxa-3,9-diphosphaspiro[5.5]undecane). Reactants: O1COC2=C1C=CC(=C2)CN2CCNCC2 (1-benzo[1,3]dioxol-5-ylmethyl-piperazine), C1(=CC=CC=C1)OC(NC=1SC=CN1)=O (thiazol-2-yl-carbamic acid phenyl ester). Product: S1C(=NC=C1)NC(=O)N1CCN(CC1)CC1=CC2=C(OCO2)C=C1 (4-Benzo[1,3]dioxol-5-ylmethyl-piperazine-1-carboxylic acid thiazol-2-ylamide). As a reaction SMILES: [O:1]1[C:5]2[CH:6]=[CH:7][C:8]([CH2:10][N:11]3[CH2:16][CH2:15][NH:14][CH2:13][CH2:12]3)=[CH:9][C:4]=2[O:3][CH2:2]1.C1([O:23][C:24](=O)[NH:25][C:26]2[S:27][CH:28]=[CH:29][N:30]=2)C=CC=CC=1>>[S:27]1[CH:28]=[CH:29][N:30]=[C:26]1[NH:25][C:24]([N:14]1[CH2:13][CH2:12][N:11]([CH2:10][C:8]2[CH:7]=[CH:6][C:5]3[O:1][CH2:2][O:3][C:4]=3[CH:9]=2)[CH2:16][CH2:15]1)=[O:23]. Procedure: The title compound was prepared from 1-benzo[1,3]dioxol-5-ylmethyl-piperazine and thiazol-2-yl-carbamic acid phenyl ester in analogy with Example 142. 1H NMR (400 MHz, CDCl3): 7.30 (d, J=4.0 Hz, 1H), 6.89 (s, 1H), 6.85 (d, J=3.8 Hz, 1H), 6.77 (s, 2H), 5.97 (s, 1H), 5.96 (s, 2H), 3.62 (bs, 4H), 3.53 (s, 2H), 2.54 (bs, 4H).